From a dataset of the Open Reaction Database (ORD), a public repository of structured organic reaction records. describe an organic reaction: reactants, conditions, products, and yield The reactants are C(C)(C)(C)OC(=O)N1C(C=C(C2=CC(=CC=C12)C1=C(C=CC=C1)OC)C(C)O)(C)C.COC1=C(C=CC=C1)C=1C=C2C(=CC(NC2=CC1)(C)C)C(C)OC\C=C\C1=CC=CC=C1 (6-(2-Methoxyphenyl)-2,2-dimethyl-4-[1-((E)-3-phenylallyloxy)ethyl]-1,2-dihydroquinoline 4-(1-Hydroxyethyl)-6-(2-methoxyphenyl)-2,2-dimethyl-2H-quinoline-1-carboxylic acid tert-butyl ester), solution, C[Si](C)(C)[N-][Si](C)(C)C.[Na+] (sodium bis(trimethylsilyl)amide), C(C=CC1=CC=CC=C1)Br (cinnamyl bromide). The solvent is C1CCOC1 (THF). The product is C(\C=C\C)OC(C)C1=CC(NC2=CC=C(C=C12)C1=C(C=CC=C1)OC)(C)C (4-{1-[((E)-but-2-enyl)oxy]ethyl}-6-(2-methoxyphenyl)-2,2-dimethyl-2H-quinoline). Isolated yield 19.0%. RXN SMILES: C(OC(N1C2C(=CC(C3C=CC=CC=3OC)=CC=2)C(C(O)C)=CC1(C)C)=O)(C)(C)C.[CH3:31][O:32][C:33]1[CH:38]=[CH:37][CH:36]=[CH:35][C:34]=1[C:39]1[CH:40]=[C:41]2[C:46](=[CH:47][CH:48]=1)[NH:45][C:44]([CH3:50])([CH3:49])[CH:43]=[C:42]2[CH:51]([O:53][CH2:54]/[CH:55]=[CH:56]/[C:57]1C=CC=CC=1)[CH3:52].C[Si]([N-][Si](C)(C)C)(C)C.[Na+].C(Br)C=CC1C=CC=CC=1>C1COCC1>[CH2:54]([O:53][CH:51]([C:42]1[C:41]2[C:46](=[CH:47][CH:48]=[C:39]([C:34]3[CH:35]=[CH:36][CH:37]=[CH:38][C:33]=3[O:32][CH3:31])[CH:40]=2)[NH:45][C:44]([CH3:50])([CH3:49])[CH:43]=1)[CH3:52])/[CH:55]=[CH:56]/[CH3:57] |f:0.1,2.3|. Procedure details: 6-(2-Methoxyphenyl)-2,2-dimethyl-4-[1-((E)-3-phenylallyloxy)ethyl]-1,2-dihydroquinoline 4-(1-Hydroxyethyl)-6-(2-methoxyphenyl)-2,2-dimethyl-2H-quinoline-1-carboxylic acid tert-butyl ester (70 mg) was treated with 255 μL of 1 M solution of sodium bis(trimethylsilyl)amide in THF and 50 mg of cinnamyl bromide to give the alkylated product, which was deprotected to yield 5.8 mg of the title compound as a foam. The reactants are BrC1=NC=CC(=C1O)[N+](=O)[O-] (2-bromo-4-nitro-pyridin-3-ol), C1CCOC1 (THF). Reagents/catalysts: [Pt] (Pt/C). Solvent: CO (MeOH). The product is NC1=C(C(=NC=C1)Br)O (4-Amino-2-bromo-pyridin-3-ol). RXN SMILES: [Br:1][C:2]1[C:7]([OH:8])=[C:6]([N+:9]([O-])=O)[CH:5]=[CH:4][N:3]=1.C1COCC1>CO.[Pt]>[NH2:9][C:6]1[CH:5]=[CH:4][N:3]=[C:2]([Br:1])[C:7]=1[OH:8]. Procedure details: A solution of 5.3 g (22.7 mmol) 2-bromo-4-nitro-pyridin-3-ol in 100 ml MeOH:THF=1:2 is hydrogenated in the presence of 0.5 g Pt/C (5%, Engelhard 4709). The reaction mixture is filtered (2 glass fiber filters used) and the filtrate is concentrated in vacuo to afford the crude title compound as a brown solid. As a reaction SMILES: [Cl:1][C:2]1[S:6][C:5]([C:7]2[S:8][C:9]([S:12](Cl)(=[O:14])=[O:13])=[CH:10][CH:11]=2)=[CH:4][CH:3]=1.Cl.[NH2:17][C@H:18]1[CH2:22][CH2:21][N:20]([CH2:23][C:24]2[CH:33]=[C:32]3[C:27]([CH:28]=[CH:29][N:30]=[C:31]3[Cl:34])=[CH:26][CH:25]=2)[C:19]1=[O:35]>>[Cl:34][C:31]1[C:32]2[C:27](=[CH:26][CH:25]=[C:24]([CH2:23][N:20]3[CH2:21][CH2:22][C@H:18]([NH:17][S:12]([C:9]4[S:8][C:7]([C:5]5[S:6][C:2]([Cl:1])=[CH:3][CH:4]=5)=[CH:11][CH:10]=4)(=[O:14])=[O:13])[C:19]3=[O:35])[CH:33]=2)[CH:28]=[CH:29][N:30]=1 |f:1.2|. Procedure details: The title compound is prepared as described in EXAMPLE 56, Part A using 5′-chloro-[2,2′]bithiophenyl-5-sulfonyl chloride and 3-(S)-amino-1-(1-chloro-isoquinolin-7-ylmethyl)-pyrrolidin-2-one hydrochloride as starting material. The crude product is purified by column chromatography eluting with 5% MeOH/CH2Cl2 to give the title compound as a white solid. The product is ClC1=NC=CC2=CC=C(C=C12)CN1C([C@H](CC1)NS(=O)(=O)C1=CC=C(S1)C=1SC(=CC1)Cl)=O (5′-Chloro-[2,2′]bithiophenyl-5-sulfonic acid [1-(1-chloro-isoquinolin-7-ylmethyl)-2-oxo-pyrrolidin-3-(S)-yl]-amide). Starting materials: ClC1=CC=C(S1)C=1SC(=CC1)S(=O)(=O)Cl (5′-chloro-[2,2′]bithiophenyl-5-sulfonyl chloride), Cl.N[C@@H]1C(N(CC1)CC1=CC=C2C=CN=C(C2=C1)Cl)=O (3-(S)-amino-1-(1-chloro-isoquinolin-7-ylmethyl)-pyrrolidin-2-one hydrochloride). Starting materials: NC1=NC(=CC(=N1)Cl)C (2-amino-4-chloro-6-methylpyrimidine), N (ammonia). Run in CO (methanol). Conditions: time 13 hour. The product is NC1=NC(=CC(=N1)N)C (2,4-diamino-6-methylpyrimidine). As a reaction SMILES: [NH2:1][C:2]1[N:7]=[C:6](Cl)[CH:5]=[C:4]([CH3:9])[N:3]=1.[NH3:10]>CO>[NH2:1][C:2]1[N:7]=[C:6]([NH2:10])[CH:5]=[C:4]([CH3:9])[N:3]=1. Procedure details: A mixture of 50.0 grams (0.348 mole) of 2-amino-4-chloro-6-methylpyrimidine (commercially available) and 100 mL of aqueous 30% ammonia in 400 mL of methanol is placed in a high pressure vessel and heated to 130°-165° C. under a pressure of 140-250 psig, where it is stirred for 13 hours. After this time, the reaction mixture is allowed to cool to ambient temperature. The reaction vessel is then opened and the reaction mixture is removed. The reaction vessel is washed with 200 mL of methanol, and ... Starting materials: FC=1C=C2C(C(=CN(C2=C(C1F)C(F)(F)F)C)C(=O)O)=O (6,7-difluoro-8-trifluoromethyl-1,4-dihydro-1-methyl-4-oxoquinoline-3-carboxylic acid), N1=C(N=CC=C1)N1CCNCCC1 (1-(2-pyrimidinyl)homopiperazine). The solvent is N1=CC=CC=C1 (pyridine). Reaction conditions: temperature 105 celsius, time 3 hour. Product: FC=1C=C2C(C(=CN(C2=C(C1N1CCN(CCC1)C1=NC=CC=N1)C(F)(F)F)C)C(=O)O)=O (6-fluoro-8-trifluoromethyl-1,4-dihydro-4-oxo-1-methyl-7-[4-(2-pyrimidinyl)homopiperazin-1-yl)quinoline-3-carboxylic acid). The yield is 37.2%. Reaction SMILES: [F:1][C:2]1[CH:3]=[C:4]2[C:9](=[C:10]([C:13]([F:16])([F:15])[F:14])[C:11]=1F)[N:8]([CH3:17])[CH:7]=[C:6]([C:18]([OH:20])=[O:19])[C:5]2=[O:21].[N:22]1[CH:27]=[CH:26][CH:25]=[N:24][C:23]=1[N:28]1[CH2:34][CH2:33][CH2:32][NH:31][CH2:30][CH2:29]1>N1C=CC=CC=1>[F:1][C:2]1[CH:3]=[C:4]2[C:9](=[C:10]([C:13]([F:15])([F:16])[F:14])[C:11]=1[N:31]1[CH2:32][CH2:33][CH2:34][N:28]([C:23]3[N:22]=[CH:27][CH:26]=[CH:25][N:24]=3)[CH2:29][CH2:30]1)[N:8]([CH3:17])[CH:7]=[C:6]([C:18]([OH:20])=[O:19])[C:5]2=[O:21]. Procedure details: In 12 ml of pyridine were dissolved 0.8 g (0.0026 mole) of 6,7-difluoro-8-trifluoromethyl-1,4-dihydro-1-methyl-4-oxoquinoline-3-carboxylic acid and 2.1 g (0.0118 mole) of 1-(2-pyrimidinyl)homopiperazine, the mixture was stirred at 105° C. for 3 hours, and then the solvent was removed by evaporation under reduced pressure. The residue was applied to silica gel column chromatography (eluent; a chloroform:methanol=9.5:0.5 mixed solution) to obtain 0.45 g of 6-fluoro-8-trifluoromethyl-1,4-dihydro-4-... Starting materials: CC(=O)OCc1c(N2CCn3c(cc4c3CCCC4)C2=O)cc(F)cc1N1CCn2c(cc3c2CCCC3)C1=O, COCCOC, Cn1nc(Nc2cc(Br)cn(C)c2=O)cc1CN1CCC1, [Na+], [Na+], O=C([O-])[O-], c1ccc(P(c2ccccc2)(c2ccccc2)[Pd](P(c2ccccc2)(c2ccccc2)c2ccccc2)(P(c2ccccc2)(c2ccccc2)c2ccccc2)P(c2ccccc2)(c2ccccc2)c2ccccc2)cc1. Product: CC(=O)OCc1c(-c2cc(Nc3cc(CN4CCC4)n(C)n3)c(=O)n(C)c2)cc(F)cc1N1CCn2c(cc3c2CCCC3)C1=O. RXN SMILES: [C:1]([CH3:2])(=[O:3])[O:4][CH2:5][c:6]1[c:7]([N:27]2[CH2:28][CH2:29][n:30]3[c:31]4[c:36]([cH:37][c:38]3[C:39]2=[O:40])[CH2:35][CH2:34][CH2:33][CH2:32]4)[cH:8][c:9]([F:26])[cH:10][c:11]1[N:12]1[C:13](=[O:25])[c:14]2[n:15]([c:16]3[c:21]([cH:22]2)[CH2:20][CH2:19][CH2:18][CH2:17]3)[CH2:23][CH2:24]1.[CH3:145][O:146][CH2:147][CH2:148][O:149][CH3:150].[N:41]1([CH2:45][c:46]2[cH:47][c:48]([NH:52][c:53]3[c:54](=[O:61])[n:55]([CH3:60])[cH:56][c:57]([Br:59])[cH:58]3)[n:49][n:50]2[CH3:51])[CH2:42][CH2:43][CH2:44]1.[Na+:62].[Na+:63].[O-:64][C:65](=[O:66])[O-:67].[cH:68]1[cH:69][cH:70][c:71]([P:72]([Pd:73]([P:74]([c:75]2[cH:76][cH:77][cH:78][cH:79][cH:80]2)([c:81]2[cH:82][cH:83][cH:84][cH:85][cH:86]2)[c:87]2[cH:88][cH:89][cH:90][cH:91][cH:92]2)([P:93]([c:94]2[cH:95][cH:96][cH:97][cH:98][cH:99]2)([c:100]2[cH:101][cH:102][cH:103][cH:104][cH:105]2)[c:106]2[cH:107][cH:108][cH:109][cH:110][cH:111]2)[P:112]([c:113]2[cH:114][cH:115][cH:116][cH:117][cH:118]2)([c:119]2[cH:120][cH:121][cH:122][cH:123][cH:124]2)[c:125]2[cH:126][cH:127][cH:128][cH:129][cH:130]2)([c:131]2[cH:132][cH:133][cH:134][cH:135][cH:136]2)[c:137]2[cH:138][cH:139][cH:140][cH:141][cH:142]2)[cH:143][cH:144]1>>[C:1]([CH3:2])(=[O:3])[O:4][CH2:5][c:6]1[c:7](-[c:57]2[cH:56][n:55]([CH3:60])[c:54](=[O:61])[c:53]([NH:52][c:48]3[cH:47][c:46]([CH2:45][N:41]4[CH2:42][CH2:43][CH2:44]4)[n:50]([CH3:51])[n:49]3)[cH:58]2)[cH:8][c:9]([F:26])[cH:10][c:11]1[N:12]1[C:13](=[O:25])[c:14]2[n:15]([c:16]3[c:21]([cH:22]2)[CH2:20][CH2:19][CH2:18][CH2:17]3)[CH2:23][CH2:24]1. Starting materials: CCOC(=O)C(C)(C)Oc1ccc(OCCc2nc(-c3cccc(-c4ccc(C(=O)NC(C)(C)C)cc4)c3)oc2C)cc1, C1CCOC1, CCO, [Na+], [OH-]. The product is Cc1oc(-c2cccc(-c3ccc(C(=O)NC(C)(C)C)cc3)c2)nc1CCOc1ccc(OC(C)(C)C(=O)O)cc1. RXN SMILES: [CH2:1]([CH3:2])[O:3][C:4]([C:5]([CH3:6])([CH3:7])[O:8][c:9]1[cH:10][cH:11][c:12]([O:15][CH2:16][CH2:17][c:18]2[n:19][c:20](-[c:24]3[cH:25][c:26](-[c:30]4[cH:31][cH:32][c:33]([C:36]([NH:37][C:38]([CH3:39])([CH3:40])[CH3:41])=[O:42])[cH:34][cH:35]4)[cH:27][cH:28][cH:29]3)[o:21][c:22]2[CH3:23])[cH:13][cH:14]1)=[O:43].[CH2:49]1[O:50][CH2:51][CH2:52][CH2:53]1.[CH3:46][CH2:47][OH:48].[Na+:45].[OH-:44]>>[O:3]=[C:4]([C:5]([CH3:6])([CH3:7])[O:8][c:9]1[cH:10][cH:11][c:12]([O:15][CH2:16][CH2:17][c:18]2[n:19][c:20](-[c:24]3[cH:25][c:26](-[c:30]4[cH:31][cH:32][c:33]([C:36]([NH:37][C:38]([CH3:39])([CH3:40])[CH3:41])=[O:42])[cH:34][cH:35]4)[cH:27][cH:28][cH:29]3)[o:21][c:22]2[CH3:23])[cH:13][cH:14]1)[OH:43].